This data is from the Open Reaction Database (ORD), a public repository of structured organic reaction records. The task is: describe an organic reaction: reactants, conditions, products, and yield Starting materials: [NH2-].[Na+] (sodium amide), C(C)(C)(C)O[Na] (t-butoxysodium), [Si](C1=CC=CC=C1)(C1=CC=CC=C1)(C(C)(C)C)OC1=CC(C(C1)Br)Br (3,4-dibromocyclopenten-1-yl (t-butyldiphenylsilyl) ether). The solvent is O1CCCC1 (tetrahydrofuran). Run at time 3.5 hour. Yields the product [Si](C)(C)(C(C)(C)C)OC1CC(=CC1)Br ((RS)-3-bromo-3-cyclopenten-1-yl (t-butyldimethylsilyl) ether). The yield is 97.4%. RXN SMILES: [Si:1]([O:18][C:19]1[CH2:23][CH:22](Br)[CH:21]([Br:25])[CH:20]=1)([C:14]([CH3:17])([CH3:16])[CH3:15])([C:8]1C=CC=CC=1)[C:2]1C=CC=CC=1.[NH2-].[Na+].C(O[Na])(C)(C)C>O1CCCC1>[Si:1]([O:18][CH:19]1[CH2:23][CH:22]=[C:21]([Br:25])[CH2:20]1)([C:14]([CH3:17])([CH3:16])[CH3:15])([CH3:8])[CH3:2] |f:1.2|. Procedure: To a solution mixture of 4.5 g of 3,4-dibromocyclopenten-1-yl (t-butyldiphenylsilyl) ether and 50 ml of tetrahydrofuran were added at room temperature 910 mg of sodium amide and 3.25 g of t-butoxysodium, and the resulting mixture was stirred for 3.5 hours. The reaction liquid obtained was after-treated and purified in the same manner as in (1) of the intermediate preparation example 1 to obtain 2.53 g of (RS)-3-bromo-3-cyclopenten-1-yl (t-butyldimethylsilyl) ether. Yield 68% As a reaction SMILES: [CH2:1]([O:4][C:5]1[CH:10]=[CH:9][C:8]([OH:11])=[CH:7][C:6]=1[N:12]1[C:20](=[O:21])[C:19]2[C:14](=[CH:15][CH:16]=[CH:17][CH:18]=2)[C:13]1=[O:22])[CH:2]=[CH2:3].IC.[C:25]([O-])([O-])=O.[K+].[K+]>CC(C)=O>[CH2:1]([O:4][C:5]1[CH:10]=[CH:9][C:8]([O:11][CH3:25])=[CH:7][C:6]=1[N:12]1[C:13](=[O:22])[C:14]2[C:19](=[CH:18][CH:17]=[CH:16][CH:15]=2)[C:20]1=[O:21])[CH:2]=[CH2:3] |f:2.3.4|. Reported procedure: A mixture of Example 84A (0.69 g, 2.34 mmol), iodomethane (0.58 mL, 9.34 mmol) and K2CO3 (1.61 g, 11.68 mmol) in acetone (20 mL) was stirred, and refluxed for 3 hours, cooled. The solution was filtered, dried with silica gel powder (10 g). 30% Ethyl acetate in hexanes (2 L) was used to run flash chromatography. The title compound was obtained (377 mg, 52%). MS (APCI) m/z 310 (M+H)+. Reactants: C(C=C)OC1=C(C=C(C=C1)O)N1C(C2=CC=CC=C2C1=O)=O (2-[2-(allyloxy)-5-hydroxyphenyl]-1H-isoindole-1,3(2 H)-dione), IC (iodomethane), C(=O)([O-])[O-].[K+].[K+] (K2CO3). Yields the product C(C=C)OC1=C(C=C(C=C1)OC)N1C(C2=CC=CC=C2C1=O)=O (2-[2-(allyloxy)-5-methoxyphenyl]-1H-isoindole-1,3(2 H)-dione). The solvent is CC(=O)C (acetone). Reactants: C(C)(=O)N1C(CC2=CC(=CC=C12)F)C#N (1-acetyl-5-fluoro-2,3-dihydro-1H-indole-2-carbonitrile), Cl.C(C)OCC (HCl diethylether), C(C)O (Ethanol). Reaction conditions: time 4 hour. The product is Cl.C(C)(=O)N1C(CC2=CC(=CC=C12)F)C(OCC)=N (ethyl 1-acetyl-5-fluoro-2,3-dihydro-1H-indole-2-carboximidate monohydrochloride). As a reaction SMILES: [C:1]([N:4]1[C:12]2[C:7](=[CH:8][C:9]([F:13])=[CH:10][CH:11]=2)[CH2:6][CH:5]1[C:14]#[N:15])(=[O:3])[CH3:2].[CH2:16]([OH:18])[CH3:17].[ClH:19].C(OCC)C>>[ClH:19].[C:1]([N:4]1[C:12]2[C:7](=[CH:8][C:9]([F:13])=[CH:10][CH:11]=2)[CH2:6][CH:5]1[C:14](=[NH:15])[O:18][CH2:16][CH3:17])(=[O:3])[CH3:2] |f:2.3,4.5|. Procedure: To a suspension of 5-fluoro-1H-indole-2-carboxylic acid, ethyl ester (0.121 mole) in methanol (600 ml) was added Mg (0.36 mole). The mixture was in a 3-neck round bottom flask under argon at room temperature. The temperature of the reaction was monitored closely. After about 10 minutes, the mixture began to bubble, slowly at first and then more vigorously. The reaction temperature was maintained between 15 and 25° C. with intermittent applications of an ice bath. After 30 minutes, the bubbling h... Starting materials: NCC=CCOc1cc(CN2CCCCC2)ccn1, O=C(O)c1ccco1. The product is O=C(NCC=CCOc1cc(CN2CCCCC2)ccn1)c1ccco1. As a reaction SMILES: [N:1]1([CH2:7][c:8]2[cH:9][c:10]([O:14][CH2:15][CH:16]=[CH:17][CH2:18][NH2:19])[n:11][cH:12][cH:13]2)[CH2:2][CH2:3][CH2:4][CH2:5][CH2:6]1.[o:20]1[c:21]([C:25](=[O:26])[OH:27])[cH:22][cH:23][cH:24]1>>[N:1]1([CH2:7][c:8]2[cH:9][c:10]([O:14][CH2:15][CH:16]=[CH:17][CH2:18][NH:19][C:25]([c:21]3[o:20][cH:24][cH:23][cH:22]3)=[O:26])[n:11][cH:12][cH:13]2)[CH2:2][CH2:3][CH2:4][CH2:5][CH2:6]1. The reactants are [H-].[Na+] (sodium hydride), C(CCCCCO)O (1,6-hexane diol), C(C)(C)(C)[Si](Cl)(C)C (tertbutyl dimethyl chloro silane). Product: C[Si](OCCCCCCO)(C(C)(C)C)C (6-[[dimethyl-(1,1-dimethylethyl)-silyl]-oxy]-hexanol). The yield is 52.6%. As a reaction SMILES: [H-].[Na+].[CH2:3]([OH:10])[CH2:4][CH2:5][CH2:6][CH2:7][CH2:8][OH:9].[C:11]([Si:15]([CH3:18])([CH3:17])Cl)([CH3:14])([CH3:13])[CH3:12]>>[CH3:17][Si:15]([CH3:18])([C:11]([CH3:14])([CH3:13])[CH3:12])[O:9][CH2:8][CH2:7][CH2:6][CH2:5][CH2:4][CH2:3][OH:10] |f:0.1|. Reported procedure: Using the procedure of Step A of Preparation 16, 8.12 g of sodium hydride at 50% in oil, 20 g of 1,6-hexane diol and 25.5 g of tertbutyl dimethyl chloro silane were reacted to obtain after chromatography, 20.7 g of the expected product. Reactants: N#CC1CC2CC2N1C(=O)C(NC(=O)O)C12CC3CC(CC(O)(C3)C1)C2, O=C([O-])c1ccccc1, [Na+]. Product: N#CC1CC2CC2N1C(=O)C(N)C12CC3CC(CC(O)(C3)C1)C2, O=C([O-])c1ccccc1. As a reaction SMILES: [C:1](#[N:2])[CH:3]1[N:4]([C:9]([CH:10]([NH:11][C:12]([OH:13])=[O:14])[C:15]23[CH2:16][C:17]4([OH:25])[CH2:18][CH:19]([CH2:20][CH:21]([CH2:22]2)[CH2:23]4)[CH2:24]3)=[O:26])[CH:5]2[CH2:6][CH:7]2[CH2:8]1.[C:27]([c:28]1[cH:29][cH:30][cH:31][cH:32][cH:33]1)(=[O:34])[O-:35].[Na+:36]>>[C:1](#[N:2])[CH:3]1[N:4]([C:9]([CH:10]([NH2:11])[C:15]23[CH2:16][C:17]4([OH:25])[CH2:18][CH:19]([CH2:20][CH:21]([CH2:22]2)[CH2:23]4)[CH2:24]3)=[O:26])[CH:5]2[CH2:6][CH:7]2[CH2:8]1.[C:27]([c:28]1[cH:29][cH:30][cH:31][cH:32][cH:33]1)(=[O:34])[O-:35]. The reactants are Cl (hydrochloric acid), C(C(=O)Cl)(=O)Cl (Oxalyl chloride), C1(CCCCC1)CC(=O)O (cyclohexylacetic acid), resultant solution, Br.NC=1SC2=C(N1)C(CCC2)C(=O)OCC (ethyl 2-amino-4,5,6,7-tetrahydrobenzthiazole-4-carboxyate hydrobromide), N1=CC=CC=C1 (pyridine). Run in C(Cl)Cl (DCM), C(Cl)Cl (DCM). Conditions: time 2 hour. Product: ClC1=C(CN2CC(CC2)CNC(=O)C2CCCC3=C2N=C(S3)NC(CC3CCCCC3)=O)C(=CC=C1)Cl (2-(2-cyclohexylacetylamino)-4,5,6,7-tetrahydrobenzthiazol-4-carboxylic acid[1-(2,6-dichlorobenzyl)pyrrolidin-3-yl]methylamide), C1(CCCCC1)CC(=O)NC=1SC2=C(N1)C(CCC2)C(=O)OCC (ethyl 2-(2-cyclohexylacetylamino)-4,5,6,7-tetrahydrobenzthiazol-4-carboxylate). Reaction SMILES: [C:1]([Cl:6])(=O)[C:2](Cl)=O.[CH:7]1([CH2:13][C:14]([OH:16])=[O:15])[CH2:12][CH2:11][CH2:10][CH2:9][CH2:8]1.Br.[NH2:18][C:19]1[S:20][C:21]2[CH2:27][CH2:26][CH2:25][CH:24]([C:28]([O:30][CH2:31][CH3:32])=[O:29])[C:22]=2[N:23]=1.[ClH:33].[N:34]1[CH:39]=[CH:38][CH:37]=[CH:36][CH:35]=1>C(Cl)Cl>[Cl:6][C:1]1[CH:2]=[CH:35][CH:36]=[C:37]([Cl:33])[C:38]=1[CH2:39][N:34]1[CH2:26][CH2:25][CH:24]([CH2:22][NH:23][C:28]([CH:24]2[C:22]3[N:23]=[C:19]([NH:18][C:14](=[O:16])[CH2:13][CH:7]4[CH2:8][CH2:9][CH2:10][CH2:11][CH2:12]4)[S:20][C:21]=3[CH2:27][CH2:26][CH2:25]2)=[O:30])[CH2:28]1.[CH:7]1([CH2:13][C:14]([NH:18][C:19]2[S:20][C:21]3[CH2:27][CH2:26][CH2:25][CH:24]([C:28]([O:30][CH2:31][CH3:32])=[O:29])[C:22]=3[N:23]=2)=[O:15])[CH2:12][CH2:11][CH2:10][CH2:9][CH2:8]1 |f:2.3|. Procedure: Oxalyl chloride (3.10 g, 24.42 mmol) was added to a solution of cyclohexylacetic acid (2.31 g, 16.24 mmol) in DCM (10 mL). The reaction mixture was stirred over a period of two hours at RT under a blanket of nitrogen. The solvent was removed in vacuo, toluene (50 mL) was added and the solvent was again removed. The residue was dissolved in DCM (50 mL) and the resultant solution was slowly added dropwise to a solution of ethyl 2-amino-4,5,6,7-tetrahydrobenzthiazole-4-carboxyate hydrobromide (E) (...